From a dataset of the Open Reaction Database (ORD), a public repository of structured organic reaction records. describe an organic reaction: reactants, conditions, products, and yield The reactants are ClC=1N=C(C2=C(N1)C=CC(=N2)CN2CCOCC2)N2CCOCC2 (4-((2-chloro-4-morpholinopyrido[3,2-d]pyrimidin-6-yl)methyl)morpholine), [Si](C)(C)(C(C)(C)C)N1C=CC2=C(C(=CC=C12)F)B1OC(C(O1)(C)C)(C)C (1-(tert-butyldimethylsilyl)-5-fluoro-4-(4,4,5,5-tetramethyl-1,3,2-dioxaborolan-2-yl)-1H-indole). Product: FC=1C(=C2C=CNC2=CC1)C=1N=C(C2=C(N1)C=CC(=N2)CN2CCOCC2)N2CCOCC2 (4-((2-(5-fluoro-1H-indol-4-yl)-4-morpholinopyrido[3,2-d]pyrimidin-6-yl)methyl)morpholine). Reaction SMILES: Cl[C:2]1[N:3]=[C:4]([N:19]2[CH2:24][CH2:23][O:22][CH2:21][CH2:20]2)[C:5]2[N:11]=[C:10]([CH2:12][N:13]3[CH2:18][CH2:17][O:16][CH2:15][CH2:14]3)[CH:9]=[CH:8][C:6]=2[N:7]=1.[Si]([N:32]1[C:40]2[C:35](=[C:36](B3OC(C)(C)C(C)(C)O3)[C:37]([F:41])=[CH:38][CH:39]=2)[CH:34]=[CH:33]1)(C(C)(C)C)(C)C>>[F:41][C:37]1[C:36]([C:2]2[N:3]=[C:4]([N:19]3[CH2:24][CH2:23][O:22][CH2:21][CH2:20]3)[C:5]3[N:11]=[C:10]([CH2:12][N:13]4[CH2:18][CH2:17][O:16][CH2:15][CH2:14]4)[CH:9]=[CH:8][C:6]=3[N:7]=2)=[C:35]2[C:40](=[CH:39][CH:38]=1)[NH:32][CH:33]=[CH:34]2. Procedure: 4-((2-chloro-4-morpholinopyrido[3,2-d]pyrimidin-6-yl)methyl)morpholine (0.1 g) was reacted with 1-(tert-butyldimethylsilyl)-5-fluoro-4-(4,4,5,5-tetramethyl-1,3,2-dioxaborolan-2-yl)-1H-indole via General Procedure A to produce 94.7 mg of 146 following reverse phase HPLC purification. MS (Q1) 449.2 (M)+